Dataset: the Open Reaction Database (ORD), a public repository of structured organic reaction records. Task: describe an organic reaction: reactants, conditions, products, and yield The reactants are CC1CN(C(=O)Cn2ccn3c(=O)c(OCc4ccccc4)c(-c4ncc(Cc5ccc(F)cc5C#N)s4)nc23)CC(C)O1, COC(=O)c1nc2[nH]ccn2c(=O)c1OC(C)=O. The product is CC1CN(C(=O)Cn2ccn3c(=O)c(O)c(-c4ncc(Cc5ccc(F)cc5C#N)s4)nc23)CC(C)O1. Reaction SMILES: [CH2:19]([c:20]1[cH:21][cH:22][cH:23][cH:24][cH:25]1)[O:26][c:27]1[c:28](-[c:48]2[s:49][c:50]([CH2:53][c:54]3[c:55]([C:56]#[N:57])[cH:58][c:59]([F:62])[cH:60][cH:61]3)[cH:51][n:52]2)[n:29][c:30]2[n:31]([c:32]1=[O:33])[cH:34][cH:35][n:36]2[CH2:37][C:38](=[O:39])[N:40]1[CH2:41][CH:42]([CH3:47])[O:43][CH:44]([CH3:46])[CH2:45]1.[CH3:1][O:2][C:3]([c:4]1[n:5][c:6]2[nH:7][cH:8][cH:9][n:10]2[c:11](=[O:12])[c:13]1[O:14][C:15](=[O:16])[CH3:17])=[O:18]>>[OH:26][c:27]1[c:28](-[c:48]2[s:49][c:50]([CH2:53][c:54]3[c:55]([C:56]#[N:57])[cH:58][c:59]([F:62])[cH:60][cH:61]3)[cH:51][n:52]2)[n:29][c:30]2[n:31]([c:32]1=[O:33])[cH:34][cH:35][n:36]2[CH2:37][C:38](=[O:39])[N:40]1[CH2:41][CH:42]([CH3:47])[O:43][CH:44]([CH3:46])[CH2:45]1. Reactants: CC(=O)c1ccc(Br)s1, C1CCOC1, COC(=O)OC, Cl, [H-], [Na+], O. Yields the product COC(=O)CC(=O)c1ccc(Br)s1. As a reaction SMILES: [C:9]([CH3:10])(=[O:11])[c:12]1[s:13][c:14]([Br:17])[cH:15][cH:16]1.[CH2:19]1[O:20][CH2:21][CH2:22][CH2:23]1.[CH3:3][O:4][C:5](=[O:6])[O:7][CH3:8].[ClH:18].[H-:1].[Na+:2].[OH2:24]>>[C:5](=[O:6])([O:7][CH3:8])[CH2:10][C:9](=[O:11])[c:12]1[s:13][c:14]([Br:17])[cH:15][cH:16]1.